Dataset: the Open Reaction Database (ORD), a public repository of structured organic reaction records. Task: describe an organic reaction: reactants, conditions, products, and yield Reactants: [BH4-], COC1(c2ccc(C)c(Cc3ccc(-c4ccc(F)cc4)s3)c2)OC(C=O)(CO)C(OCc2ccccc2)C(OCc2ccccc2)C1OCc1ccccc1, [Na+]. Yields the product COC1(c2ccc(C)c(Cc3ccc(-c4ccc(F)cc4)s3)c2)OC(CO)(CO)C(OCc2ccccc2)C(OCc2ccccc2)C1OCc1ccccc1. RXN SMILES: [BH4-:57].[CH2:1]([c:2]1[cH:3][cH:4][cH:5][cH:6][cH:7]1)[O:8][CH:9]1[C:10]([CH:53]=[O:54])([CH2:55][OH:56])[O:11][C:12]([O:31][CH3:32])([c:33]2[cH:34][c:35]([CH2:40][c:41]3[s:42][c:43](-[c:46]4[cH:47][cH:48][c:49]([F:52])[cH:50][cH:51]4)[cH:44][cH:45]3)[c:36]([CH3:39])[cH:37][cH:38]2)[CH:13]([O:23][CH2:24][c:25]2[cH:26][cH:27][cH:28][cH:29][cH:30]2)[CH:14]1[O:15][CH2:16][c:17]1[cH:18][cH:19][cH:20][cH:21][cH:22]1.[Na+:58]>>[CH2:1]([c:2]1[cH:3][cH:4][cH:5][cH:6][cH:7]1)[O:8][CH:9]1[C:10]([CH2:53][OH:54])([CH2:55][OH:56])[O:11][C:12]([O:31][CH3:32])([c:33]2[cH:34][c:35]([CH2:40][c:41]3[s:42][c:43](-[c:46]4[cH:47][cH:48][c:49]([F:52])[cH:50][cH:51]4)[cH:44][cH:45]3)[c:36]([CH3:39])[cH:37][cH:38]2)[CH:13]([O:23][CH2:24][c:25]2[cH:26][cH:27][cH:28][cH:29][cH:30]2)[CH:14]1[O:15][CH2:16][c:17]1[cH:18][cH:19][cH:20][cH:21][cH:22]1. Starting materials: CC(SC(CO)CO)C(O)(Cn1cncn1)c1cccc(F)c1F, N#Cc1ccc(C=CC=CC=O)c(F)c1, O, Cc1ccc(S(=O)(=O)O)cc1. Yields the product CC(SC1COC(C=CC=Cc2ccc(C#N)cc2F)OC1)C(O)(Cn1cncn1)c1cccc(F)c1F. As a reaction SMILES: [F:1][c:2]1[c:3]([C:9]([CH2:10][n:11]2[n:12][cH:13][n:14][cH:15]2)([CH:16]([CH3:17])[S:18][CH:19]([CH2:20][OH:21])[CH2:22][OH:23])[OH:24])[cH:4][cH:5][cH:6][c:7]1[F:8].[F:25][c:26]1[cH:27][c:28]([C:29]#[N:30])[cH:31][cH:32][c:33]1[CH:34]=[CH:35][CH:36]=[CH:37][CH:38]=[O:39].[OH2:40].[c:41]1([CH3:42])[cH:43][cH:44][c:45]([S:46]([OH:47])(=[O:48])=[O:49])[cH:50][cH:51]1>>[F:1][c:2]1[c:3]([C:9]([CH2:10][n:11]2[n:12][cH:13][n:14][cH:15]2)([CH:16]([CH3:17])[S:18][CH:19]2[CH2:20][O:21][CH:38]([CH:37]=[CH:36][CH:35]=[CH:34][c:33]3[c:26]([F:25])[cH:27][c:28]([C:29]#[N:30])[cH:31][cH:32]3)[O:23][CH2:22]2)[OH:24])[cH:4][cH:5][cH:6][c:7]1[F:8]. The reactants are COC=1C=C(C=CC1N1C=NC(=C1)C)N (3-methoxy-4-(4-methyl-imidazol-1-yl)-phenylamine), ClC1=NC=CC(=N1)NCCO (2-(2-chloro-pyrimidin-4-ylamino)-ethanol), C([O-])([O-])=O.[K+].[K+] (potassium carbonate). Product: COC=1C=C(C=CC1N1C=NC(=C1)C)NC1=NC=CC(=N1)NCCO (2-{2-[3-Methoxy-4-(4-methyl-imidazol-1-yl)-phenylamino]-pyrimidin-4-ylamino}-ethanol). Isolated yield 23.0%. As a reaction SMILES: [CH3:1][O:2][C:3]1[CH:4]=[C:5]([NH2:15])[CH:6]=[CH:7][C:8]=1[N:9]1[CH:13]=[C:12]([CH3:14])[N:11]=[CH:10]1.Cl[C:17]1[N:22]=[C:21]([NH:23][CH2:24][CH2:25][OH:26])[CH:20]=[CH:19][N:18]=1.C(=O)([O-])[O-].[K+].[K+]>>[CH3:1][O:2][C:3]1[CH:4]=[C:5]([NH:15][C:17]2[N:22]=[C:21]([NH:23][CH2:24][CH2:25][OH:26])[CH:20]=[CH:19][N:18]=2)[CH:6]=[CH:7][C:8]=1[N:9]1[CH:13]=[C:12]([CH3:14])[N:11]=[CH:10]1 |f:2.3.4|. Procedure: Prepared in analogy to example 81b) from 3-methoxy-4-(4-methyl-imidazol-1-yl)-phenylamine and 2-(2-chloro-pyrimidin-4-ylamino)-ethanol, using potassium carbonate as a base. The title compound was isolated as a slightly orange solid in a yield of 23%. MS ISP (m/e): 341.2 (100) [(M+H)+]. 1H NMR (DMSO-D6, 300 MHz): δ (ppm)=9.14 (s, 1H), 7.91 (s broad, 1H), 7.82 (d broad, 1H), 7.63 (s, 1H), 7.33 (d broad, 1H), 7.25 (s broad, 1H), 7.15 (d, 1H), 7.01 (s, 1H), 6.00 (d, 1H), 4.74 (t, 1H), 3.78 (s, 3H), ... The reactants are BrC1=CC=C(C=C1)C1=C(C(=NO1)C)C=O (5-(4-bromo-phenyl)-3-methyl-isoxazole-4-carbaldehyde), C(C1=CC=CC=C1)N (benzylamine). The product is C(C1=CC=CC=C1)NCC=1C(=NOC1C1=CC=C(C=C1)Br)C (Benzyl-[5-(4-bromo-phenyl)-3-methyl-isoxazol-4-ylmethyl]-amine). Reaction SMILES: [Br:1][C:2]1[CH:7]=[CH:6][C:5]([C:8]2[O:12][N:11]=[C:10]([CH3:13])[C:9]=2[CH:14]=O)=[CH:4][CH:3]=1.[CH2:16]([NH2:23])[C:17]1[CH:22]=[CH:21][CH:20]=[CH:19][CH:18]=1>>[CH2:16]([NH:23][CH2:14][C:9]1[C:10]([CH3:13])=[N:11][O:12][C:8]=1[C:5]1[CH:6]=[CH:7][C:2]([Br:1])=[CH:3][CH:4]=1)[C:17]1[CH:22]=[CH:21][CH:20]=[CH:19][CH:18]=1. Procedure: Prepared according to the procedure described in Example 24, Step 1, using 5-(4-bromo-phenyl)-3-methyl-isoxazole-4-carbaldehyde and benzylamine. As a reaction SMILES: [C:51]([CH2:52][CH:53]1[C:54](=[O:55])[N:56]([CH3:57])[CH2:58][c:59]2[cH:60][c:61]([C:62]([OH:63])=[O:64])[cH:65][cH:66][c:67]2[NH:68]1)([O:69][CH3:70])=[O:71].[CH3:21][n:22]1[c:23]2[c:24]([cH:25][cH:26][cH:27][cH:28]2)[cH:29][c:30]1[CH2:31][NH:32][CH3:33].[CH3:34][CH:35]1[NH:36][c:37]2[c:38]([cH:44][c:45]([C:48](=[O:49])[OH:50])[cH:46][cH:47]2)[CH2:39][N:40]([CH3:43])[C:41]1=[O:42].[OH:1][c:2]1[cH:3][cH:4][c:5]([CH2:6][n:7]2[c:8]([CH2:16][NH:17][CH3:18])[cH:9][c:10]3[cH:11][cH:12][cH:13][cH:14][c:15]23)[cH:19][cH:20]1>>[OH:1][c:2]1[cH:3][cH:4][c:5]([CH2:6][n:7]2[c:8]([CH2:16][N:17]([CH3:18])[C:48]([c:45]3[cH:44][c:38]4[c:37]([cH:47][cH:46]3)[NH:36][CH:35]([CH3:34])[C:41](=[O:42])[N:40]([CH3:43])[CH2:39]4)=[O:50])[cH:9][c:10]3[cH:11][cH:12][cH:13][cH:14][c:15]23)[cH:19][cH:20]1. The reactants are COC(=O)CC1Nc2ccc(C(=O)O)cc2CN(C)C1=O, CNCc1cc2ccccc2n1C, CC1Nc2ccc(C(=O)O)cc2CN(C)C1=O, CNCc1cc2ccccc2n1Cc1ccc(O)cc1. Product: CC1Nc2ccc(C(=O)N(C)Cc3cc4ccccc4n3Cc3ccc(O)cc3)cc2CN(C)C1=O. Starting materials: solution, Br (hydrogen bromide), C(C)(=O)O (acetic acid), OC(CCCCN1C(=O)N(C=2N=CN(C2C1=O)C)C)C(CCCC)O (1-(5,6-dihydroxydecyl)-3,7-dimethylxanthine), C([O-])(O)=O.[Na+] (sodium bicarbonate). Solvent: ClCCl (dichloromethane). Run at time 10 minute. The product is C(C)(=O)OC(CCCCCCCCN1C(=O)N(C=2N=CN(C2C1=O)C)C)CBr (1-(9-acetoxy-10-bromodecyl)-3,7-dimethylxanthine). The yield is 100.0%. Reaction SMILES: O[CH:2]([CH:20](O)[CH2:21][CH2:22][CH2:23][CH3:24])[CH2:3][CH2:4][CH2:5][CH2:6][N:7]1[C:16](=[O:17])[C:15]2[N:14]([CH3:18])[CH:13]=[N:12][C:11]=2[N:10]([CH3:19])[C:8]1=[O:9].[BrH:26].[C:27]([OH:30])(=[O:29])[CH3:28].C(=O)(O)[O-].[Na+]>ClCCl>[C:27]([O:30][CH:23]([CH2:24][Br:26])[CH2:22][CH2:21][CH2:20][CH2:2][CH2:3][CH2:4][CH2:5][CH2:6][N:7]1[C:16](=[O:17])[C:15]2[N:14]([CH3:18])[CH:13]=[N:12][C:11]=2[N:10]([CH3:19])[C:8]1=[O:9])(=[O:29])[CH3:28] |f:3.4|. Procedure: A mixture of 1-(5,6-dihydroxydecyl)-3,7-dimethylxanthine (2.11 g, 6 mmol) and a 30% solution of hydrogen bromide in acetic acid (3.58 mL, 18 mmol) was stirred for 90 minutes. The mixture was then added to a flask containing aqueous sodium bicarbonate solution (5 g in 40 mL ) and dichloromethane (50 mL). After 10 minutes of vigorous stirring, the layers were separated and the aqueous portion extracted with dichloromethane (2×50 mL). The combined organic phases were dried over sodium sulfate. The ... Reactants: Cl.NCCO (2-amino-ethanol hydrochloride), [N+](=O)([O-])C1=CC=CC2=NC3=CC=CC=C3C(=C12)OC1=CC=CC=C1 (1-nitro-9-phenoxyacridine), Cl (hydrogen chloride). Yield: 91.0%. Procedure details: This compound is synthesized generally using the methods described in EP 38579. Specifically, 2 g of 2-amino-ethanol hydrochloride is added to 6.4 g of 1-nitro-9-phenoxyacridine dissolved in 20 g of freshly distilled phenol. The mixture is heated for 40 minutes at a temperature of 80° C. and then cooled, diluted with ether. It is then poured into a dry ether which was acidified with an ethereal solution of hydrogen chloride. The orange colored precipitate of 1-nitro-9-(2-hydroxyethylamino)-acrid... Product: Cl.[N+](=O)([O-])C1=CC=CC2=NC3=CC=CC=C3C(=C12)NCCO (1-nitro-9-(2-hydroxyethylamino)-acridine hydrochloride). RXN SMILES: [ClH:1].[NH2:2][CH2:3][CH2:4][OH:5].[N+:6]([C:9]1[C:22]2[C:13](=[N:14][C:15]3[C:20]([C:21]=2OC2C=CC=CC=2)=[CH:19][CH:18]=[CH:17][CH:16]=3)[CH:12]=[CH:11][CH:10]=1)([O-:8])=[O:7].Cl>C1(O)C=CC=CC=1.CCOCC>[ClH:1].[N+:6]([C:9]1[C:22]2[C:13](=[N:14][C:15]3[C:20]([C:21]=2[NH:2][CH2:3][CH2:4][OH:5])=[CH:19][CH:18]=[CH:17][CH:16]=3)[CH:12]=[CH:11][CH:10]=1)([O-:8])=[O:7] |f:0.1,6.7|. Reaction conditions: temperature 80 celsius. The solvent is C1(=CC=CC=C1)O (phenol), CCOCC (ether), CCOCC (ether). Reactants: O=C([O-])[O-], CC#N, Fc1ccccc1CBr, [K+], [K+], CC(C)(C)OC(=O)N(CCc1ccc(NC(=O)Cc2ncc[nH]2)cc1)CC(O)c1ccccc1. Yields the product CC(C)(C)OC(=O)N(CCc1ccc(NC(=O)Cc2nccn2Cc2ccccc2F)cc1)CC(O)c1ccccc1. As a reaction SMILES: [C:35](=[O:36])([O-:37])[O-:38].[CH3:50][C:51]#[N:52].[F:41][c:42]1[c:43]([CH2:44][Br:45])[cH:46][cH:47][cH:48][cH:49]1.[K+:39].[K+:40].[OH:1][CH:2]([CH2:3][N:4]([C:5]([O:6][C:7]([CH3:8])([CH3:9])[CH3:10])=[O:11])[CH2:12][CH2:13][c:14]1[cH:15][cH:16][c:17]([NH:20][C:21]([CH2:22][c:23]2[nH:24][cH:25][cH:26][n:27]2)=[O:28])[cH:18][cH:19]1)[c:29]1[cH:30][cH:31][cH:32][cH:33][cH:34]1>>[OH:1][CH:2]([CH2:3][N:4]([C:5]([O:6][C:7]([CH3:8])([CH3:9])[CH3:10])=[O:11])[CH2:12][CH2:13][c:14]1[cH:15][cH:16][c:17]([NH:20][C:21]([CH2:22][c:23]2[n:24]([CH2:44][c:43]3[c:42]([F:41])[cH:49][cH:48][cH:47][cH:46]3)[cH:25][cH:26][n:27]2)=[O:28])[cH:18][cH:19]1)[c:29]1[cH:30][cH:31][cH:32][cH:33][cH:34]1.